This data is from the Open Reaction Database (ORD), a public repository of structured organic reaction records. The task is: describe an organic reaction: reactants, conditions, products, and yield Starting materials: O=C([O-])[O-], CN(C)C=O, FC(F)Cl, [K+], [K+], COC(=O)c1ccc(O)c2ncccc12. The product is COC(=O)c1ccc(OC(F)F)c2ncccc12. RXN SMILES: [C:16](=[O:17])([O-:18])[O-:19].[CH3:26][N:27]([CH3:28])[CH:29]=[O:30].[Cl:22][CH:23]([F:24])[F:25].[K+:20].[K+:21].[OH:1][c:2]1[cH:3][cH:4][c:5]([C:12](=[O:13])[O:14][CH3:15])[c:6]2[cH:7][cH:8][cH:9][n:10][c:11]12>>[O:1]([c:2]1[cH:3][cH:4][c:5]([C:12](=[O:13])[O:14][CH3:15])[c:6]2[cH:7][cH:8][cH:9][n:10][c:11]12)[CH:23]([F:24])[F:25]. Starting materials: COC=1C=C2CCC(CC2=CC1)=O (6-methoxy-2-tetralone), C(C)N (ethylamine), C1CCOC1 (THF), C(C)(=O)O (acetic acid), C(C)(=O)O[BH-](OC(C)=O)OC(C)=O.[Na+] (sodium triacetoxyborohydride), FC(OC1=CC=C(C=C1)OC(OC(C)Cl)=O)(F)F (carbonic acid 1-chloro-ethyl ester 4-trifluoromethoxy-phenyl ester), solution, [OH-].[Na+] (NaOH). The solvent is C(Cl)Cl (CH2Cl2), CCOCC (Et2O), C1(=CC=CC=C1)C (toluene). Reaction conditions: time 3 hour. Product: FC(OC1=CC=C(C=C1)OC(N(C1CC2=CC=C(C=C2CC1)OC)CC)=O)(F)F (ethyl-(6-methoxy-1,2,3,4-tetrahydro-naphthalen-2-yl)-carbamic acid 4-trifluoromethoxy-phenyl ester). The yield is 48.0%. Reaction SMILES: [CH3:1][O:2][C:3]1[CH:4]=[C:5]2[C:10](=[CH:11][CH:12]=1)[CH2:9][C:8](=O)[CH2:7][CH2:6]2.[CH2:14]([NH2:16])[CH3:15].C1COCC1.C(O)(=O)C.C(O[BH-](OC(=O)C)OC(=O)C)(=O)C.[Na+].[OH-].[Na+].[F:42][C:43]([F:59])([F:58])[O:44][C:45]1[CH:50]=[CH:49][C:48]([O:51][C:52](=O)[O:53]C(Cl)C)=[CH:47][CH:46]=1>C(Cl)Cl.C1(C)C=CC=CC=1.CCOCC>[F:42][C:43]([F:58])([F:59])[O:44][C:45]1[CH:46]=[CH:47][C:48]([O:51][C:52](=[O:53])[N:16]([CH2:14][CH3:15])[CH:8]2[CH2:7][CH2:6][C:5]3[C:10](=[CH:11][CH:12]=[C:3]([O:2][CH3:1])[CH:4]=3)[CH2:9]2)=[CH:49][CH:50]=1 |f:4.5,6.7|. Procedure: To a mixture of 6-methoxy-2-tetralone (950 mg; 5.39 mmol), 2 M of ethylamine in THF (5.4 mL; 10.78 mmol) and acetic acid (648 mg; 10.78 mmol) in CH2Cl2 (5 mL) was added sodium triacetoxyborohydride (2.29 g; 10.78 mmol). The reaction mixture was stirred at RT for 3 h, then 1N solution of NaOH was added, and extracted with ether (3 times). The combined organic extracts were dried over Na2SO4, and the solvent was removed under reduced pressure to give a light-yellow oil. This oil was added to a sol...